From a dataset of the Open Reaction Database (ORD), a public repository of structured organic reaction records. describe an organic reaction: reactants, conditions, products, and yield The reactants are FC1=CC=C(C=C1)C(CCC(CCC(=O)OCC)=O)=O (ethyl 4-fluoro-γ,ζ-dioxobenzeneheptanoate), [Na].CS(=O)O (methanesulfinic acid sodium). Run in CN(C)C=O (DMF). Reaction conditions: temperature 82.5 celsius. The product is CS(=O)(=O)C1=CC=C(C=C1)C(CCC(CCC(=O)OCC)=O)=O (ethyl 4-(methylsulfonyl)-γ,ζ-dioxobenzeneheptanoate). Isolated yield 25.6%. Reaction SMILES: F[C:2]1[CH:7]=[CH:6][C:5]([C:8](=[O:20])[CH2:9][CH2:10][C:11](=[O:19])[CH2:12][CH2:13][C:14]([O:16][CH2:17][CH3:18])=[O:15])=[CH:4][CH:3]=1.[Na].[CH3:22][S:23]([OH:25])=[O:24]>CN(C=O)C>[CH3:22][S:23]([C:2]1[CH:7]=[CH:6][C:5]([C:8](=[O:20])[CH2:9][CH2:10][C:11](=[O:19])[CH2:12][CH2:13][C:14]([O:16][CH2:17][CH3:18])=[O:15])=[CH:4][CH:3]=1)(=[O:25])=[O:24] |f:1.2,^1:20|. Procedure: To a solution of ethyl 4-fluoro-γ,ζ-dioxobenzeneheptanoate (Step 2) (870 mg, 3.1 mmol) in DMF (25 ml), methanesulfinic acid sodium (1.27 g, 12.4 mmol) was added. The reaction mixture was heated at 130-35° C. for 30 hours. After cooling, the solvent was removed under reduced pressure and the reaction mixture was diluted with water. The material was extracted with ethyl acetate and washed with brine. After drying (MgSO4), filtration and concentration, the crude dark brown solid (840 mg) was purifi... RXN SMILES: [CH:1]1(O)[C:9]2[C:4](=[CH:5][CH:6]=[CH:7][CH:8]=2)[CH2:3][CH2:2]1.S(Cl)(Cl)=O.[C:15]([O:19][C:20]([N:22]1[CH2:27][CH2:26][NH:25][CH2:24][CH2:23]1)=[O:21])([CH3:18])([CH3:17])[CH3:16].C(=O)([O-])[O-].[K+].[K+].[I-].[K+]>C(Cl)(Cl)Cl.C(C(C)=O)C.O>[C:15]([O:19][C:20]([N:22]1[CH2:27][CH2:26][N:25]([CH:1]2[C:9]3[C:4](=[CH:5][CH:6]=[CH:7][CH:8]=3)[CH2:3][CH2:2]2)[CH2:24][CH2:23]1)=[O:21])([CH3:18])([CH3:16])[CH3:17] |f:3.4.5,6.7|. The reactants are C1(CCC2=CC=CC=C12)O (1-Indanol), S(=O)(Cl)Cl (thionyl chloride), C(C)(C)(C)OC(=O)N1CCNCC1 (t-butoxycarbonylpiperazine), C([O-])([O-])=O.[K+].[K+] (potassium carbonate), [I-].[K+] (potassium iodide). Solvent: O (water), C(Cl)(Cl)Cl (chloroform), C(C)C(=O)C (methyl ethyl ketone). Conditions: temperature 0 celsius, time 30 minute. Product: C(C)(C)(C)OC(=O)N1CCN(CC1)C1CCC2=CC=CC=C12 (1-t-Butoxycarbonyl-4-(1-indanyl)-piperazine). The yield is 70.6%. Procedure: 1-Indanol (2.3 g, 17 mmol) was dissolved in chloroform (25 ml), and the solution was mixed with thionyl chloride (1.4 ml, 19 mmol) and stirred at 0° C. for 30 minutes and then at room temperature for 30 minutes. The solvent was removed by evaporation from the reaction solution under a reduced pressure, and the thus obtained residue was mixed with t-butoxycarbonylpiperazine (3.1 g, 17 mmol), potassium carbonate (6.0 g, 48 mmol) and potassium iodide (2.8 g, 17 mmol) and stirred overnight at 100° C... The reactants are ClCCCOC1=C2[N+](=C3C=CC=C(C3=[N+](C2=CC=C1)[O-])O)[O-] (6-(3-chloropropoxy)-1-phenazinol 5,10-dioxide), N1CCCCC1 (piperidine). Run in C(Cl)(Cl)Cl (chloroform). Reaction conditions: time 21 hour. Yields the product N1(CCCCC1)CCCOC1=C2[N+](=C3C=CC=C(C3=[N+](C2=CC=C1)[O-])O)[O-] (6-(3-piperidinopropoxy)-1-phenazinol 5,10-dioxide). Reaction SMILES: Cl[CH2:2][CH2:3][CH2:4][O:5][C:6]1[CH:19]=[CH:18][CH:17]=[C:16]2[C:7]=1[N+:8]([O-:22])=[C:9]1[C:14](=[N+:15]2[O-:20])[C:13]([OH:21])=[CH:12][CH:11]=[CH:10]1.[NH:23]1[CH2:28][CH2:27][CH2:26][CH2:25][CH2:24]1>C(Cl)(Cl)Cl>[N:23]1([CH2:2][CH2:3][CH2:4][O:5][C:6]2[CH:19]=[CH:18][CH:17]=[C:16]3[C:7]=2[N+:8]([O-:22])=[C:9]2[C:14](=[N+:15]3[O-:20])[C:13]([OH:21])=[CH:12][CH:11]=[CH:10]2)[CH2:28][CH2:27][CH2:26][CH2:25][CH2:24]1. Procedure: 6 grams of 6-(3-chloropropoxy)-1-phenazinol 5,10-dioxide and 40ml piperidine were placed in a flask and stirred at room remperature for 21 hours. The reaction mixture was diluted with 500ml of chloroform. The mixture was then washed with water until the aqueous washes were neutral, extracted with 3 × 250ml of 10 percent HCl. Combined acid extracts were neutralized with sodium carbonate and extracted with 4 × 500ml of chloroform. The chloroform extracts were washed with water, dried over sodium s... The reactants are [BH4-].[Li+] (Lithium borohydride), ClC=1C=CC(=C2N3C(=NC21)N(CCC3)C3=C(C=C(C=C3C)Cl)Cl)C(=O)OC (methyl 9-chloro-1-(2,4-dichloro-6-methylphenyl)-1,2,3,4-tetrahydropyrimido[1,2-a]benzimidazole-6-carboxylate). Run in O1CCCC1 (tetrahydrofuran). Reaction conditions: temperature 50 celsius, time 13 hour. Yields the product ClC1=CC=C(C=2N3C(=NC21)N(CCC3)C3=C(C=C(C=C3C)Cl)Cl)CO ([9-Chloro-1-(2,4-dichloro-6-methylphenyl)-1,2,3,4-tetrahydropyrimido[1,2-a]benzimidazol-6-yl]methanol). Yield: 83.0%. RXN SMILES: [BH4-].[Li+].[Cl:3][C:4]1[CH:5]=[CH:6][C:7]([C:26](OC)=[O:27])=[C:8]2[C:12]=1[N:11]=[C:10]1[N:13]([C:17]3[C:22]([CH3:23])=[CH:21][C:20]([Cl:24])=[CH:19][C:18]=3[Cl:25])[CH2:14][CH2:15][CH2:16][N:9]21>O1CCCC1>[Cl:3][C:4]1[C:12]2[N:11]=[C:10]3[N:13]([C:17]4[C:22]([CH3:23])=[CH:21][C:20]([Cl:24])=[CH:19][C:18]=4[Cl:25])[CH2:14][CH2:15][CH2:16][N:9]3[C:8]=2[C:7]([CH2:26][OH:27])=[CH:6][CH:5]=1 |f:0.1|. Procedure: Lithium borohydride (205 mg, 9.42 mmol) was added to a stirred solution of methyl 9-chloro-1-(2,4-dichloro-6-methylphenyl)-1,2,3,4-tetrahydropyrimido[1,2-a]benzimidazole-6-carboxylate (800 mg, 1.88 mmol) in tetrahydrofuran (4.0 mL) at room temperature, and the mixture was stirred at 50° C. for 13 hr. The reaction was quenched by aqueous saturated ammonium chloride at 0° C. and the mixture was extracted with ethyl acetate. The combined organic layer was washed with brine, dried over anhydrous mag...